This data is from the Open Reaction Database (ORD), a public repository of structured organic reaction records. The task is: describe an organic reaction: reactants, conditions, products, and yield Reactants: CO, [Li+], [OH-], CCCCCCCCc1ccc2c(c1)CC(C(CO)(CO)NC(C)=O)C2. Product: CCCCCCCCc1ccc2c(c1)CC(C(N)(CO)CO)C2. As a reaction SMILES: [CH3:29][OH:30].[Li+:28].[OH-:27].[OH:1][CH2:2][C:3]([CH:4]1[CH2:5][c:6]2[cH:7][cH:8][c:9]([CH2:13][CH2:14][CH2:15][CH2:16][CH2:17][CH2:18][CH2:19][CH3:20])[cH:10][c:11]2[CH2:12]1)([CH2:21][OH:22])[NH:23][C:24](=[O:25])[CH3:26]>>[OH:1][CH2:2][C:3]([CH:4]1[CH2:5][c:6]2[cH:7][cH:8][c:9]([CH2:13][CH2:14][CH2:15][CH2:16][CH2:17][CH2:18][CH2:19][CH3:20])[cH:10][c:11]2[CH2:12]1)([CH2:21][OH:22])[NH2:23]. The reactants are diazo ketone, C(=O)(O)C1NC2(C(N(C2O1)C(C(=O)OC)=C(C)C)=O)C(CC1=CC=CC=C1)=O (methyl α-(3ξ-carboxy-2-phenylacetyl-7-oxo-4-oxa-2,6-diazabicyclo[3.2.0]heptan-6-yl)-α-isopropylideneacetate), S(=O)(Cl)Cl (thionyl chloride), C(C)(C)=CC(=O)[O-] (α-isopropylideneacetate), Cl (hydrogen chloride). Solvent: C(Cl)Cl (methylene chloride). Conditions: time 30 minute. Yields the product ClCC(=O)C1NC2(C(N(C2O1)C(C(=O)OC)=C(C)C)=O)C(CC1=CC=CC=C1)=O (methyl α-(3ξ-chloroacetyl-2-phenylacetyl-7-oxo-4-oxa-2,6-diazabicyclo[3.2.0]heptan-6-yl)-α-isopropylideneacetate). Isolated yield 75.3%. RXN SMILES: [C:1]([CH:4]1[O:10][CH:9]2[C:6]([C:20](=[O:28])[CH2:21][C:22]3[CH:27]=[CH:26][CH:25]=[CH:24][CH:23]=3)([C:7](=[O:19])[N:8]2[C:11](=[C:16]([CH3:18])[CH3:17])[C:12]([O:14][CH3:15])=[O:13])[NH:5]1)([OH:3])=O.S(Cl)(Cl)=O.[C:33](=CC([O-])=O)(C)C.[ClH:40]>C(Cl)Cl>[Cl:40][CH2:33][C:1]([CH:4]1[O:10][CH:9]2[C:6]([C:20](=[O:28])[CH2:21][C:22]3[CH:23]=[CH:24][CH:25]=[CH:26][CH:27]=3)([C:7](=[O:19])[N:8]2[C:11](=[C:16]([CH3:18])[CH3:17])[C:12]([O:14][CH3:15])=[O:13])[NH:5]1)=[O:3]. Procedure details: To a solution of 1.45 g of methyl α-(3ξ-carboxy-2-phenylacetyl-7-oxo-4-oxa-2,6-diazabicyclo[3.2.0]heptan-6-yl)-α-isopropylideneacetate in 7 ml of methylene chloride is added 1.2 ml of thionyl chloride, and the mixture refluxed under heating for 2 hours and concentrated under reduced pressure. The resulting residue [methyl α-(3ξ-chlorocarbonyl-2-phenylacetyl-7-oxo-4-oxa-2,6-diazabicyclo[3.2.0]heptan-6-yl)-α-isopropylideneacetate] is dissolved in 20 ml of tetrahydrofuran and mixed with 15 ml of et... The reactants are CO, [NH-]S(=O)(=O)Cc1cccc([N+](=O)[O-])c1. Yields the product Nc1cccc(CS(N)(=O)=O)c1. As a reaction SMILES: [CH3:15][OH:16].[N+:1]([O-:2])(=[O:3])[c:4]1[cH:5][c:6]([CH2:10][S:11](=[O:12])(=[O:13])[NH-:14])[cH:7][cH:8][cH:9]1>>[NH2:1][c:4]1[cH:5][c:6]([CH2:10][S:11](=[O:12])(=[O:13])[NH2:14])[cH:7][cH:8][cH:9]1. The reactants are COc1cc(OC)cc(C2CC=CCC2=O)c1, CCO, [H][H]. Yields the product COc1cc(OC)cc(C2CCCCC2=O)c1. As a reaction SMILES: [CH3:1][O:2][c:3]1[cH:4][c:5]([CH:11]2[C:12](=[O:17])[CH2:13][CH:14]=[CH:15][CH2:16]2)[cH:6][c:7]([O:9][CH3:10])[cH:8]1.[CH3:20][CH2:21][OH:22].[H:18][H:19]>>[CH3:1][O:2][c:3]1[cH:4][c:5]([CH:11]2[C:12](=[O:17])[CH2:13][CH2:14][CH2:15][CH2:16]2)[cH:6][c:7]([O:9][CH3:10])[cH:8]1. Reaction SMILES: [CH3:21][O:22][N:23]=[C:24]([c:25]1[c:26]([OH:31])[cH:27][cH:28][cH:29][cH:30]1)[C:32]1=[N:33][O:34][CH2:35][CH2:36][O:37]1.[CH3:40][N:41]([CH3:42])[CH:43]=[O:44].[Cl:46][CH2:47][CH2:48][Cl:49].[F:1][C:2]([c:3]1[cH:4][c:5]([C:9](=[CH:10][C:11](=[O:12])[OH:13])[CH3:14])[cH:6][cH:7][cH:8]1)([F:15])[F:16].[H-:38].[Na+:39].[OH2:45].[S:17]([Cl:18])([Cl:19])=[O:20]>>[F:1][C:2]([c:3]1[cH:4][c:5]([C:9](=[CH:10][C:11](=[O:12])[O:13][c:26]2[c:25]([C:24](=[N:23][O:22][CH3:21])[C:32]3=[N:33][O:34][CH2:35][CH2:36][O:37]3)[cH:30][cH:29][cH:28][cH:27]2)[CH3:14])[cH:6][cH:7][cH:8]1)([F:15])[F:16]. Product: CON=C(C1=NOCCO1)c1ccccc1OC(=O)C=C(C)c1cccc(C(F)(F)F)c1. Starting materials: CON=C(C1=NOCCO1)c1ccccc1O, CN(C)C=O, ClCCCl, CC(=CC(=O)O)c1cccc(C(F)(F)F)c1, [H-], [Na+], O, O=S(Cl)Cl. The reactants are ClC=1C=C(C=C(C1)C)CC#N ([(3-chloro-5-methylphenyl)]acetonitrile), [OH-].[Na+] (sodium hydroxide), C(C)O (ethanol), S(O)(O)(=O)=O (sulfuric acid), C(C)O (ethanol). Conditions: temperature 80 celsius, time 1 hour. Product: C(C)(=O)OCCC1=CC(=CC(=C1)C)Cl (3-chloro-5-methylphenylethyl acetate). RXN SMILES: [Cl:1][C:2]1[CH:3]=[C:4]([CH2:9][C:10]#N)[CH:5]=[C:6]([CH3:8])[CH:7]=1.[OH-:12].[Na+].S(=O)(=O)(O)O.[CH2:19]([OH:21])[CH3:20]>>[C:19]([O:12][CH2:10][CH2:9][C:4]1[CH:5]=[C:6]([CH3:8])[CH:7]=[C:2]([Cl:1])[CH:3]=1)(=[O:21])[CH3:20] |f:1.2|. Reported procedure: To [(3-chloro-5-methylphenyl)]acetonitrile (0.38 g; 2.29 mmol) were added 2N aqueous sodium hydroxide solution (2.1 ml) and ethanol (5 ml). The mixture was stirred at 80° C. for 1 hour. The reaction solution was concentrated under reduced pressure. To the residue were added water and 2N-aqueous HCl to become neutral. Ethyl acetate was added thereto and extracted. The organic layer was washed with brine, dried over anhydrous sodium sulphate, and evaporated under reduced pressure to give colorless... Reactants: ClC1=CC=NC2=CC(=CC(=C12)Cl)Cl (4,5,7-trichloroquinoline), FC1=CC=C(C=C1)O (4-fluorophenol). Run in [OH-].[Na+] (NaOH), C(C)(=O)OCC (ethyl acetate). Reaction conditions: temperature 160 celsius, time 40 minute. Yields the product ClC1=C2C(=CC=NC2=CC(=C1)Cl)OC1=CC=C(C=C1)F (5,7-Dichloro-4-(4-fluorophenoxy)quinoline). Isolated yield 76.4%. Reaction SMILES: Cl[C:2]1[C:11]2[C:6](=[CH:7][C:8]([Cl:13])=[CH:9][C:10]=2[Cl:12])[N:5]=[CH:4][CH:3]=1.[F:14][C:15]1[CH:20]=[CH:19][C:18]([OH:21])=[CH:17][CH:16]=1>C(OCC)(=O)C.[OH-].[Na+]>[Cl:12][C:10]1[CH:9]=[C:8]([Cl:13])[CH:7]=[C:6]2[C:11]=1[C:2]([O:21][C:18]1[CH:19]=[CH:20][C:15]([F:14])=[CH:16][CH:17]=1)=[CH:3][CH:4]=[N:5]2 |f:3.4|. Reported procedure: A mixture of 29.11 g of 4,5,7-trichloroquinoline and 16.84 g of 4-fluorophenol was heated to 160° C. After approximately 40 minutes, the molten solution solidified. The solid was dissolved in ethyl acetate and 2N NaOH. The organic layer was washed with base to remove excess phenol, then dried. Solvent was removed by reducing pressure, and the residue was purified by recrystallizing in heptane to produce 29.49 g of the title product. M.P. 105°-106° C. Starting materials: CCOC(=O)C=CC1CC(O[Si](C)(C)C(C)(C)C)CN1C(=O)OC(C)(C)C, CCO. The product is CCOC(=O)CCC1CC(O[Si](C)(C)C(C)(C)C)CN1C(=O)OC(C)(C)C. Reaction SMILES: [C:1]([CH3:2])([CH3:3])([CH3:4])[Si:5]([O:6][CH:7]1[CH2:8][CH:9]([CH:19]=[CH:20][C:21](=[O:22])[O:23][CH2:24][CH3:25])[N:10]([C:12](=[O:13])[O:14][C:15]([CH3:16])([CH3:17])[CH3:18])[CH2:11]1)([CH3:26])[CH3:27].[CH3:28][CH2:29][OH:30]>>[C:1]([CH3:2])([CH3:3])([CH3:4])[Si:5]([O:6][CH:7]1[CH2:8][CH:9]([CH2:19][CH2:20][C:21](=[O:22])[O:23][CH2:24][CH3:25])[N:10]([C:12](=[O:13])[O:14][C:15]([CH3:16])([CH3:17])[CH3:18])[CH2:11]1)([CH3:26])[CH3:27]. Reactants: CO, C[O-], CC(C)C(=O)C(C)C, [Na+], [Na]. The product is CC(C)C(=O)C(C)(C)CO. Reaction SMILES: [CH3:13][OH:14].[CH3:1][O-:2].[CH:5]([CH3:6])([CH3:7])[C:8](=[O:9])[CH:10]([CH3:11])[CH3:12].[Na+:3].[Na:4]>>[CH2:1]([OH:2])[C:5]([CH3:6])([CH3:7])[C:8](=[O:9])[CH:10]([CH3:11])[CH3:12]. The reactants are CC(=O)O, CC(C)=O, Nc1ncc2c(n1)CCN(C(c1ccccc1)(c1ccccc1)c1ccccc1)C2, O. Product: Nc1ncc2c(n1)CCNC2. RXN SMILES: [CH3:32][C:33](=[O:34])[OH:35].[CH3:36][C:37](=[O:38])[CH3:39].[NH2:1][c:2]1[n:3][cH:4][c:5]2[c:6]([n:7]1)[CH2:8][CH2:9][N:10]([C:12]([c:13]1[cH:14][cH:15][cH:16][cH:17][cH:18]1)([c:19]1[cH:20][cH:21][cH:22][cH:23][cH:24]1)[c:25]1[cH:26][cH:27][cH:28][cH:29][cH:30]1)[CH2:11]2.[OH2:31]>>[NH2:1][c:2]1[n:3][cH:4][c:5]2[c:6]([n:7]1)[CH2:8][CH2:9][NH:10][CH2:11]2.